From a dataset of the Open Reaction Database (ORD), a public repository of structured organic reaction records. describe an organic reaction: reactants, conditions, products, and yield Reactants: [Al], CCc1nc2c([nH]1)c(=O)[nH]c(=S)n2CC, [Ni]. Product: CCc1nc2c([nH]1)c(=O)ncn2CC. As a reaction SMILES: [Al:16].[CH2:1]([CH3:2])[n:3]1[c:4](=[S:15])[nH:5][c:6](=[O:14])[c:7]2[nH:8][c:9]([CH2:12][CH3:13])[n:10][c:11]12.[Ni:17]>>[CH2:1]([CH3:2])[n:3]1[cH:4][n:5][c:6](=[O:14])[c:7]2[nH:8][c:9]([CH2:12][CH3:13])[n:10][c:11]12. Reactants: N1(C[C@@H](CCC1)C(=O)OC)C(=O)OC(C)(C)C ((R)-1-tert-butyl 3-methyl piperidine-1,3-dicarboxylate), CC(C)C[AlH]CC(C)C (DIBAL-H). Solvent: C(Cl)Cl (DCM). Reaction conditions: temperature -70 celsius, time 20 minute. Yields the product C(=O)[C@H]1CN(CCC1)C(=O)OC(C)(C)C ((R)-tert-butyl 3-formylpiperidine-1-carboxylate). RXN SMILES: [N:1]1([C:11]([O:13][C:14]([CH3:17])([CH3:16])[CH3:15])=[O:12])[CH2:6][CH2:5][CH2:4][C@@H:3]([C:7](OC)=[O:8])[CH2:2]1.CC(C[AlH]CC(C)C)C>C(Cl)Cl>[CH:7]([C@@H:3]1[CH2:4][CH2:5][CH2:6][N:1]([C:11]([O:13][C:14]([CH3:17])([CH3:16])[CH3:15])=[O:12])[CH2:2]1)=[O:8]. Reported procedure: To a solution of (R)-1-tert-butyl 3-methyl piperidine-1,3-dicarboxylate (1.9 g, 7.3 mmol) in 60 mL DCM was slowly added DIBAL-H (22 mL, 1M in cyclohexane, 22 mmol) at −70° C. The mixture was further stirred at −70° C. for 20 min and the temperature was slowly raised to 0° C. over a period of 20 min. The reaction was quenched by pouring 4% aqueous H2SO4 (30 mL) and followed extraction with DCM (3×30 mL). The combined DCM layers were washed with 30 mL 4% aqueous H2SO4, 20 mL brine twice and dried ...